This data is from the Open Reaction Database (ORD), a public repository of structured organic reaction records. The task is: describe an organic reaction: reactants, conditions, products, and yield Starting materials: ClCCl, ON=C1CCc2cc(-c3nc(CN4CCNCC4)[nH]c3-c3ccncc3)ccc21, O=C(O)C(F)(F)F. Yields the product O=C1CCc2cc(-c3nc(CN4CCNCC4)[nH]c3-c3ccncc3)ccc21. As a reaction SMILES: [Cl:37][CH2:38][Cl:39].[N:1]1([CH2:7][c:8]2[nH:9][c:10](-[c:24]3[cH:25][cH:26][n:27][cH:28][cH:29]3)[c:11](-[c:13]3[cH:14][c:15]4[c:19]([cH:20][cH:21]3)[C:18](=[N:22][OH:23])[CH2:17][CH2:16]4)[n:12]2)[CH2:2][CH2:3][NH:4][CH2:5][CH2:6]1.[OH:30][C:31]([C:32]([F:33])([F:34])[F:35])=[O:36]>>[N:1]1([CH2:7][c:8]2[nH:9][c:10](-[c:24]3[cH:25][cH:26][n:27][cH:28][cH:29]3)[c:11](-[c:13]3[cH:14][c:15]4[c:19]([cH:20][cH:21]3)[C:18](=[O:30])[CH2:17][CH2:16]4)[n:12]2)[CH2:2][CH2:3][NH:4][CH2:5][CH2:6]1. The product is CC(=O)[O-], C=C(C)c1ccc(O)cc1. The reactants are CC(=O)OC(C)=O, C=C(C)c1ccc(O)cc1, CC(=O)O. RXN SMILES: [C:11]([CH3:12])(=[O:13])[O:14][C:15](=[O:16])[CH3:17].[C:1](=[CH2:2])([CH3:3])[c:4]1[cH:5][cH:6][c:7]([OH:10])[cH:8][cH:9]1.[CH3:18][C:19](=[O:20])[OH:21]>>[C:11]([CH3:12])(=[O:13])[O-:14].[C:1](=[CH2:2])([CH3:3])[c:4]1[cH:5][cH:6][c:7]([OH:10])[cH:8][cH:9]1. Starting materials: C=1C=CN2C1CNC1=C(C2)C=CC=C1 (10,11-dihydro-5H-pyrrolo[2,1-c][1,4]benzodiazepine), C(C)(C)N(C(C)C)CC (N,N-diisopropylethylamine), CC1=C(C(=O)NC2=CC(=C(C(=O)Cl)C=C2)Cl)C=C(C=C1)F (4-[(2-methyl-5-fluorobenzoyl)amino]-2-chlorobenzoyl chloride), O (Water). The solvent is C(Cl)Cl (methylene chloride), C(Cl)Cl (methylene chloride). Conditions: time 18 hour. The product is C=1C=CN2C1CN(C1=C(C2)C=CC=C1)C(=O)C1=C(C=C(C=C1)NC(C1=C(C(=CC=C1)F)C)=O)Cl (N-[4-(5H-pyrrolo[2,1-c][1,4]benzodiazepin-10(11H)-ylcarbonyl)-3-chlorophenyl]-3-fluoro-2-methylbenzamide). RXN SMILES: [CH:1]1[CH:2]=[CH:3][N:4]2[CH2:10][C:9]3[CH:11]=[CH:12][CH:13]=[CH:14][C:8]=3[NH:7][CH2:6][C:5]=12.[CH:15](N(CC)C(C)C)(C)C.C[C:25]1[CH:43]=[CH:42][C:41]([F:44])=[CH:40][C:26]=1[C:27]([NH:29][C:30]1[CH:38]=[CH:37][C:33]([C:34](Cl)=[O:35])=[C:32]([Cl:39])[CH:31]=1)=[O:28].O>C(Cl)Cl>[CH:1]1[CH:2]=[CH:3][N:4]2[CH2:10][C:9]3[CH:11]=[CH:12][CH:13]=[CH:14][C:8]=3[N:7]([C:34]([C:33]3[CH:37]=[CH:38][C:30]([NH:29][C:27](=[O:28])[C:26]4[CH:25]=[CH:43][CH:42]=[C:41]([F:44])[C:40]=4[CH3:15])=[CH:31][C:32]=3[Cl:39])=[O:35])[CH2:6][C:5]=12. Procedure: To a solution of 1.50 g of 10,11-dihydro-5H-pyrrolo[2,1-c][1,4]benzodiazepine in 25 ml of methylene chloride is added 1.23 g of N,N-diisopropylethylamine. While cooling in an ice bath, a solution of 3.08 g of [4-[(2-methyl-5-fluorobenzoyl)amino]-2-chlorobenzoyl chloride in 50 ml of methylene chloride is added. The reaction mixture becomes homogeneous and is stirred at room temperature for 18 hours. Water is added and the separated organic layer washed with saturated sodium bicarbonate, dried wit... Reactants: BrCC(=O)C1=C(C=C(C=C1C)SC1=NC=CN=C1)C (2-Bromo-1-(2,6-dimethyl-4-(pyrazin-2-ylthio)phenyl)ethanone), NC(=S)N (thiourea). Solvent: CCO (EtOH). Product: CC1=C(C(=CC(=C1)SC1=NC=CN=C1)C)C=1N=C(SC1)N (4-(2,6-Dimethyl-4-(pyrazin-2-ylthio)phenyl)thiazol-2-amine). Yield: 41.7%. RXN SMILES: Br[CH2:2][C:3]([C:5]1[C:10]([CH3:11])=[CH:9][C:8]([S:12][C:13]2[CH:18]=[N:17][CH:16]=[CH:15][N:14]=2)=[CH:7][C:6]=1[CH3:19])=O.[NH2:20][C:21]([NH2:23])=[S:22]>CCO>[CH3:19][C:6]1[CH:7]=[C:8]([S:12][C:13]2[CH:18]=[N:17][CH:16]=[CH:15][N:14]=2)[CH:9]=[C:10]([CH3:11])[C:5]=1[C:3]1[N:20]=[C:21]([NH2:23])[S:22][CH:2]=1. Procedure: A mixture of 2-bromo-1-(2,6-dimethyl-4-(pyrazin-2-ylthio)phenyl)ethanone (11-4, 4.00 g, 11.9 mmol) and thiourea (902.9 mg, 11.9 mmol) in 95% EtOH (15 mL) was heated at reflux for 16 hr. The solution was concentrated and added with water (50 mL) and saturated aqueous Na2CO3 (10.0 mL). The resultant precipitate was filtered and recrystallized in toluene (30 mL). The solids were filtered and dried under vacuum to give 4-(2,6-dimethyl-4-(pyrazin-2-ylthio)phenyl)thiazol-2-amine (11-5, 1.56 g) as yell... Reactants: CS(C)=O, Cc1ccccc1, C=CCC(C(=O)N(CCOC)C(C=C)c1ccccc1)N1C(=O)c2ccccc2C1=O. Product: COCCN1C(=O)C(N2C(=O)c3ccccc3C2=O)CC=CC1c1ccccc1. As a reaction SMILES: [CH3:32][S:33]([CH3:34])=[O:35].[CH3:36][c:37]1[cH:38][cH:39][cH:40][cH:41][cH:42]1.[O:1]=[C:2]1[N:3]([CH:12]([C:13](=[O:14])[N:15]([CH:16]([CH:17]=[CH2:31])[c:19]2[cH:20][cH:21][cH:22][cH:23][cH:24]2)[CH2:25][CH2:26][O:27][CH3:28])[CH2:29][CH:30]=[CH2:18])[C:4](=[O:11])[c:5]2[cH:6][cH:7][cH:8][cH:9][c:10]21>>[O:1]=[C:2]1[N:3]([CH:12]2[C:13](=[O:14])[N:15]([CH2:25][CH2:26][O:27][CH3:28])[CH:16]([c:19]3[cH:20][cH:21][cH:22][cH:23][cH:24]3)[CH:17]=[CH:30][CH2:29]2)[C:4](=[O:11])[c:5]2[cH:6][cH:7][cH:8][cH:9][c:10]21. RXN SMILES: [CH2:13]([N:14]=[C:15]=[N:16][CH2:17][CH2:18][CH2:19][N:20]([CH3:21])[CH3:22])[CH3:23].[CH3:1][NH:2][c:3]1[cH:4][cH:5][c:6]([C:7](=[O:8])[O-:9])[cH:10][cH:11]1.[CH3:24][C:25]([CH3:26])([CH3:27])[OH:28].[CH3:29][N:30]([CH3:31])[c:32]1[cH:33][cH:34][n:35][cH:36][cH:37]1.[ClH:12]>>[CH3:1][NH:2][c:3]1[cH:4][cH:5][c:6]([C:7](=[O:8])[O:9][C:25]([CH3:24])([CH3:26])[CH3:27])[cH:10][cH:11]1. Reactants: CCN=C=NCCCN(C)C, CNc1ccc(C(=O)[O-])cc1, CC(C)(C)O, CN(C)c1ccncc1, Cl. The product is CNc1ccc(C(=O)OC(C)(C)C)cc1. Starting materials: O=C(Cl)OCc1ccccc1, ClCCl, Nc1ccc(N2CCN(CCF)C(=O)C2)c(F)c1, c1ccncc1. The product is O=C(Nc1ccc(N2CCN(CCF)C(=O)C2)c(F)c1)OCc1ccccc1. RXN SMILES: [Cl:25][C:26](=[O:27])[O:28][CH2:29][c:30]1[cH:31][cH:32][cH:33][cH:34][cH:35]1.[Cl:36][CH2:37][Cl:38].[NH2:1][c:2]1[cH:3][cH:4][c:5]([N:9]2[CH2:10][C:11](=[O:18])[N:12]([CH2:15][CH2:16][F:17])[CH2:13][CH2:14]2)[c:6]([F:8])[cH:7]1.[cH:19]1[cH:20][cH:21][n:22][cH:23][cH:24]1>>[NH:1]([c:2]1[cH:3][cH:4][c:5]([N:9]2[CH2:10][C:11](=[O:18])[N:12]([CH2:15][CH2:16][F:17])[CH2:13][CH2:14]2)[c:6]([F:8])[cH:7]1)[C:26](=[O:27])[O:28][CH2:29][c:30]1[cH:31][cH:32][cH:33][cH:34][cH:35]1. Reported procedure: 384 mg of methyl (3RS,4RS)-3-(tert-butoxycarbonyl)-4-hydroxy-4-[N-[(1R,2R)-1-methyl-2-(3, 4-methylenedioxyphenyl)-3-{5-(phenylcarbamoyl)-2-furyl}propyl]-N-{(E)-3-phenyl-2-propenyl}carbamoyl]butanoate was dissolved in 15 ml of acetonitrile and stirred together with 219 mg of tetrapropylammonium perruthenate at room temperature for 1 hour. The solvent was distilled off under reduced pressure, and the residue was preliminarily purified by silica gel short column chromatography [chloroform→methanol]... Run in C(C)#N (acetonitrile). The reactants are C(C)(C)(C)OC(=O)C(CC(=O)OC)C(C(N(C\C=C\C1=CC=CC=C1)[C@@H]([C@H](CC=1OC(=CC1)C(NC1=CC=CC=C1)=O)C1=CC2=C(C=C1)OCO2)C)=O)O (methyl (3RS,4RS)-3-(tert-butoxycarbonyl)-4-hydroxy-4-[N-[(1R,2R)-1-methyl-2-(3, 4-methylenedioxyphenyl)-3-{5-(phenylcarbamoyl)-2-furyl}propyl]-N-{(E)-3-phenyl-2-propenyl}carbamoyl]butanoate). The reagents and catalysts are [Ru](=O)(=O)(=O)[O-].C(CC)[N+](CCC)(CCC)CCC (tetrapropylammonium perruthenate). As a reaction SMILES: [C:1]([O:5][C:6]([CH:8]([CH:14]([OH:54])[C:15](=[O:53])[N:16]([C@H:26]([CH3:52])[C@@H:27]([C:43]1[CH:48]=[CH:47][C:46]2[O:49][CH2:50][O:51][C:45]=2[CH:44]=1)[CH2:28][C:29]1[O:30][C:31]([C:34](=[O:42])[NH:35][C:36]2[CH:41]=[CH:40][CH:39]=[CH:38][CH:37]=2)=[CH:32][CH:33]=1)[CH2:17]/[CH:18]=[CH:19]/[C:20]1[CH:25]=[CH:24][CH:23]=[CH:22][CH:21]=1)[CH2:9][C:10]([O:12][CH3:13])=[O:11])=[O:7])([CH3:4])([CH3:3])[CH3:2]>C(#N)C.[Ru]([O-])(=O)(=O)=O.C([N+](CCC)(CCC)CCC)CC>[C:1]([O:5][C:6]([C:8](=[C:14]([OH:54])[C:15](=[O:53])[N:16]([C@H:26]([CH3:52])[C@@H:27]([C:43]1[CH:48]=[CH:47][C:46]2[O:49][CH2:50][O:51][C:45]=2[CH:44]=1)[CH2:28][C:29]1[O:30][C:31]([C:34](=[O:42])[NH:35][C:36]2[CH:41]=[CH:40][CH:39]=[CH:38][CH:37]=2)=[CH:32][CH:33]=1)[CH2:17]/[CH:18]=[CH:19]/[C:20]1[CH:21]=[CH:22][CH:23]=[CH:24][CH:25]=1)[CH2:9][C:10]([O:12][CH3:13])=[O:11])=[O:7])([CH3:3])([CH3:2])[CH3:4] |f:2.3|. Yields the product C(C)(C)(C)OC(=O)C(CC(=O)OC)=C(C(N(C\C=C\C1=CC=CC=C1)[C@@H]([C@H](CC=1OC(=CC1)C(NC1=CC=CC=C1)=O)C1=CC2=C(C=C1)OCO2)C)=O)O (methyl 3-(tert-butoxycarbonyl)-4-hydroxy-4-[N-[(1R,2R)-1-methyl-2-(3,4-methylenedioxyphenyl)-3-{5-(phenylcarbamoyl)-2-furyl}propyl]-N-{(E)-3-phenyl-2-propenyl}carbamoyl]-3-butenoate). Yield: 74.4%. The reactants are COC(=O)c1cc(C(=O)C(C)C)ccc1OC, CO, Cl, [Na+], [OH-]. Yields the product COc1ccc(C(=O)C(C)C)cc1C(=O)O. As a reaction SMILES: [CH3:1][O:2][C:3]([c:4]1[c:5]([O:15][CH3:16])[cH:6][cH:7][c:8]([C:10]([CH:11]([CH3:12])[CH3:13])=[O:14])[cH:9]1)=[O:17].[CH3:21][OH:22].[ClH:20].[Na+:19].[OH-:18]>>[O:2]=[C:3]([c:4]1[c:5]([O:15][CH3:16])[cH:6][cH:7][c:8]([C:10]([CH:11]([CH3:12])[CH3:13])=[O:14])[cH:9]1)[OH:17].